From a dataset of the Open Reaction Database (ORD), a public repository of structured organic reaction records. describe an organic reaction: reactants, conditions, products, and yield Starting materials: CO (Methanol), O (water), OC(C=CC1C(C2(OCCO2)CC1)CCCCCCCO[Si](C)(C)C)(CCCCC)C (7-(3-hydroxy-3-methyloct-1-enyl)-6-(7-trimethylsilyloxyheptyl)-1,4-dioxaspiro[4,4]nonane). The reagents and catalysts are C(C)(=O)O (acetic acid). The solvent is C(C)OCC (diethyl ether). Run at time 30 minute. The product is OCCCCCCCC1C2(OCCO2)CCC1C=CC(CCCCC)(C)O (6-(7-hydroxyheptyl)-7-(3-hydroxy-3-methyloct-1-enyl)-1,4-dioxaspiro[4,4]nonane). The yield is 78.5%. RXN SMILES: CO.O.[OH:4][C:5]([CH3:34])([CH2:29][CH2:30][CH2:31][CH2:32][CH3:33])[CH:6]=[CH:7][CH:8]1[CH2:16][CH2:15][C:10]2([O:14][CH2:13][CH2:12][O:11]2)[CH:9]1[CH2:17][CH2:18][CH2:19][CH2:20][CH2:21][CH2:22][CH2:23][O:24][Si](C)(C)C>C(O)(=O)C.C(OCC)C>[OH:24][CH2:23][CH2:22][CH2:21][CH2:20][CH2:19][CH2:18][CH2:17][CH:9]1[CH:8]([CH:7]=[CH:6][C:5]([OH:4])([CH3:34])[CH2:29][CH2:30][CH2:31][CH2:32][CH3:33])[CH2:16][CH2:15][C:10]21[O:14][CH2:13][CH2:12][O:11]2. Reported procedure: Methanol (30 ml.), water (15 ml.) and glacial acetic acid (3 drops) were added to 7-(3-hydroxy-3-methyloct-1-enyl)-6-(7-trimethylsilyloxyheptyl)-1,4-dioxaspiro[4,4]nonane (0.5 g.) and the mixture was stirred at room temperature for 30 minutes. An excess of diethyl ether was then added and the resulting solution was washed with dilute aqueous sodium bicarbonate solution and sodium chloride solution respectively, and dried over sodium sulphate, to give crude 6-(7-hydroxyheptyl)-7-(3-hydroxy-3-meth...